From a dataset of the Open Reaction Database (ORD), a public repository of structured organic reaction records. describe an organic reaction: reactants, conditions, products, and yield The reactants are FC(COC1=C(C=C(C=C1)OCC(F)(F)F)S(=O)(=O)NC[C@@H]1CC[C@H](CC1)C(=O)N)(F)F (trans-4-{[2,5-bis-(2,2,2-trifluoro-ethoxy)-benzenesulfonylamino]-methyl}-cyclohexanecarboxylic acid amide). The solvent is C1CCOC1 (THF), C1CCOC1 (THF). Run at temperature 0 celsius. Yields the product NC[C@@H]1CC[C@H](CC1)CNS(=O)(=O)C1=C(C=CC(=C1)OCC(F)(F)F)OCC(F)(F)F (trans-N-(4-aminomethyl-cyclohexylmethyl)-2,5-bis-(2,2,2-trifluoro-ethoxy)-benzenesulfonamide). The yield is 57.0%. Reaction SMILES: [F:1][C:2]([F:32])([F:31])[CH2:3][O:4][C:5]1[CH:10]=[CH:9][C:8]([O:11][CH2:12][C:13]([F:16])([F:15])[F:14])=[CH:7][C:6]=1[S:17]([NH:20][CH2:21][C@H:22]1[CH2:27][CH2:26][C@H:25]([C:28]([NH2:30])=O)[CH2:24][CH2:23]1)(=[O:19])=[O:18]>C1COCC1>[NH2:30][CH2:28][C@H:25]1[CH2:24][CH2:23][C@H:22]([CH2:21][NH:20][S:17]([C:6]2[CH:7]=[C:8]([O:11][CH2:12][C:13]([F:14])([F:15])[F:16])[CH:9]=[CH:10][C:5]=2[O:4][CH2:3][C:2]([F:32])([F:1])[F:31])(=[O:18])=[O:19])[CH2:27][CH2:26]1. Procedure: To a solution of trans-4-{[2,5-bis-(2,2,2-trifluoro-ethoxy)-benzenesulfonylamino]-methyl}-cyclohexanecarboxylic acid amide (2.7 g, 5.5 mmol) in THF (20 mL) was added a solution of 1 M BH3 in THF (20 mL, 20 mmol) over 40 min. The mixture was stirred at reflux for 2 hr. After cooling to 0° C., the mixture was quenched with water (7 mL). To the mixture were added 4 M HCl in EtOAc (28 mL) and MeOH (50 mL) and the mixture was concentrated. To the residue was added MeOH (50 mL) and the mixture was onc...